Task: describe an organic reaction: reactants, conditions, products, and yield. Dataset: the Open Reaction Database (ORD), a public repository of structured organic reaction records Reactants: ClC=1C2=C(N=C(N1)SCCC)N(N=N2)[C@H]2[C@@H](CCC2)O ((1R-trans)-2-[7-Chloro-5-(propylthio)-3H-[1,2,3]triazolo[4,5-d]pyrimidin-3-yl]cyclopentanol), FC=1C=C(C=CC1F)[C@H]1[C@@H](C1)N ((1R,2S)-2-(3,4-difluorophenyl)cyclopropanamine), O[C@@H](C(=O)[O-])[C@H](C(=O)[O-])O ((2R,3R)-2,3-dihydroxybutanedioate). Product: FC=1C=C(C=CC1F)C1C(C1)NC=1C2=C(N=C(N1)SCCC)N(N=N2)C2C(CCC2)O (2-[7-[[2-(3,4-Difluorophenyl)cyclopropyl]amino]-5-(propylthio)-3H-[1,2,3]triazolo[4,5-d]pyrimidin-3-yl]cyclopentanol). RXN SMILES: Cl[C:2]1[C:3]2[N:14]=[N:13][N:12]([C@@H:15]3[CH2:19][CH2:18][CH2:17][C@H:16]3[OH:20])[C:4]=2[N:5]=[C:6]([S:8][CH2:9][CH2:10][CH3:11])[N:7]=1.[F:21][C:22]1[CH:23]=[C:24]([C@@H:29]2[CH2:31][C@H:30]2[NH2:32])[CH:25]=[CH:26][C:27]=1[F:28].O[C@H]([C@@H](O)C([O-])=O)C([O-])=O>>[F:21][C:22]1[CH:23]=[C:24]([CH:29]2[CH2:31][CH:30]2[NH:32][C:2]2[C:3]3[N:14]=[N:13][N:12]([CH:15]4[CH2:19][CH2:18][CH2:17][CH:16]4[OH:20])[C:4]=3[N:5]=[C:6]([S:8][CH2:9][CH2:10][CH3:11])[N:7]=2)[CH:25]=[CH:26][C:27]=1[F:28]. Procedure: Prepared using the product from Example 13 step b) (0.15 g) and (1R,2S)-2-(3,4-difluorophenyl)cyclopropanamine, (2R,3R)-2,3-dihydroxybutanedioate (1:1) (0.20 g) (prepared as described in WO 9905143) by the method of Example 13, step c). Purified by chromatography (SiO2, ethyl acetate:dichloromethane 1:9 as eluant) to afford the title (0.12 g). The product is CC(C)(C)CN1CC(CC(=O)O)OC(c2cccc3c2OCCO3)c2cc(Cl)ccc21. Reactants: CC#N, [O-][Cl+][O-], CC(C)(C)CN1CC(CC=O)OC(c2cccc3c2OCCO3)c2cc(Cl)ccc21, [Na+], OO. As a reaction SMILES: [CH3:37][C:38]#[N:39].[Cl+:33]([O-:34])[O-:35].[Cl:3][c:4]1[cH:5][cH:6][c:7]2[c:8]([cH:32]1)[CH:9]([c:22]1[c:23]3[c:24]([cH:25][cH:26][cH:27]1)[O:28][CH2:29][CH2:30][O:31]3)[O:10][CH:11]([CH2:19][CH:20]=[O:21])[CH2:12][N:13]2[CH2:14][C:15]([CH3:16])([CH3:17])[CH3:18].[Na+:36].[OH:1][OH:2]>>[Cl:3][c:4]1[cH:5][cH:6][c:7]2[c:8]([cH:32]1)[CH:9]([c:22]1[c:23]3[c:24]([cH:25][cH:26][cH:27]1)[O:28][CH2:29][CH2:30][O:31]3)[O:10][CH:11]([CH2:19][C:20](=[O:21])[OH:34])[CH2:12][N:13]2[CH2:14][C:15]([CH3:16])([CH3:17])[CH3:18].